From a dataset of the Open Reaction Database (ORD), a public repository of structured organic reaction records. describe an organic reaction: reactants, conditions, products, and yield The reactants are BrC1=C(C(=NO1)C(=O)OCC)C (ethyl 5-bromo-4-methylisoxazole-3-carboxylate), BrC1=C(C(=NO1)C(=O)OCC)C (ethyl 5-bromo-4-methylisoxazole-3-carboxylate), C(CCC)[Sn](C=C)(CCCC)CCCC (tributyl(vinyl)stannane). The reagents and catalysts are C=1C=CC(=CC1)[P](C=2C=CC=CC2)(C=3C=CC=CC3)[Pd]([P](C=4C=CC=CC4)(C=5C=CC=CC5)C=6C=CC=CC6)([P](C=7C=CC=CC7)(C=8C=CC=CC8)C=9C=CC=CC9)[P](C=1C=CC=CC1)(C=1C=CC=CC1)C=1C=CC=CC1 (Tetrakis(triphenylphosphine)palladium). Run in O1CCOCC1 (dioxane). Conditions: temperature 100 celsius, time 8 hour. Product: CC=1C(=NOC1C=C)C(=O)OCC (Ethyl 4-methyl-5-vinylisoxazole-3-carboxylate). Reaction SMILES: Br[C:2]1[O:6][N:5]=[C:4]([C:7]([O:9][CH2:10][CH3:11])=[O:8])[C:3]=1[CH3:12].[CH2:13]([Sn](CCCC)(CCCC)C=C)[CH2:14]CC>O1CCOCC1.C1C=CC([P]([Pd]([P](C2C=CC=CC=2)(C2C=CC=CC=2)C2C=CC=CC=2)([P](C2C=CC=CC=2)(C2C=CC=CC=2)C2C=CC=CC=2)[P](C2C=CC=CC=2)(C2C=CC=CC=2)C2C=CC=CC=2)(C2C=CC=CC=2)C2C=CC=CC=2)=CC=1>[CH3:12][C:3]1[C:4]([C:7]([O:9][CH2:10][CH3:11])=[O:8])=[N:5][O:6][C:2]=1[CH:13]=[CH2:14] |^1:37,39,58,77|. Reported procedure: Ethyl 5-bromo-4-methylisoxazole-3-carboxylate (Intermediate A) (15 g, 64.1 mmol) and tributyl(vinyl)stannane (22.48 mL, 77 mmol) were stirred in dry dioxane (250 mL) and purged with nitrogen for 90 minutes at room temperature. Tetrakis(triphenylphosphine)palladium (3.70 g, 3.20 mmol) was added and the reaction mixture was stirred at 100° C. overnight. The reaction mixture was partitioned in ethyl acetate (250 mL) and water (250 mL) and separated. To the organic layer was added sodium fluoride so...